Dataset: the Open Reaction Database (ORD), a public repository of structured organic reaction records. Task: describe an organic reaction: reactants, conditions, products, and yield Reactants: [BH4-], COC(=O)c1ccc2c(c1)OCc1ccccc1C2=C(C)C#N, C1CCOC1, Cl, [Li+]. Product: CC(C#N)=C1c2ccccc2COc2cc(CO)ccc21. RXN SMILES: [BH4-:24].[C:1](#[N:2])[C:3]([CH3:4])=[C:5]1[c:6]2[c:7]([cH:16][c:17]([C:20](=[O:21])[O:22][CH3:23])[cH:18][cH:19]2)[O:8][CH2:9][c:10]2[c:11]1[cH:12][cH:13][cH:14][cH:15]2.[CH2:27]1[O:28][CH2:29][CH2:30][CH2:31]1.[ClH:26].[Li+:25]>>[C:1](#[N:2])[C:3]([CH3:4])=[C:5]1[c:6]2[c:7]([cH:16][c:17]([CH2:20][OH:21])[cH:18][cH:19]2)[O:8][CH2:9][c:10]2[c:11]1[cH:12][cH:13][cH:14][cH:15]2. Reactants: C(C(=O)Cl)(=O)Cl (oxalyl chloride), CN(C)C=O (DMF), C1(=CC=C(C=C1)S(=O)(=O)NC(C(C(=O)N(CC)CC)CC1=CC=C(C=C1)[N+](=O)[O-])=O)C1=CC=CC=C1 (N′-(4-biphenylsulfonyl)-N,N-diethyl-2-(4-nitrobenzyl)malonamide). Run in C(Cl)Cl (methylene chloride). Run at time 1.5 hour. The product is C1(CCCCC1)S(=O)(=O)NC(C(C(=O)N(CC)CC)CC1=CC=C(C=C1)[N+](=O)[O-])=O (N′-cyclohexylsulfonyl-N,N-diethyl-2-(4-nitrobenzyl)malonamide). Isolated yield 141.3%. As a reaction SMILES: [C:1]1(C2C=CC=CC=2)[CH:6]=[CH:5][C:4]([S:7]([NH:10][C:11](=[O:30])[CH:12]([CH2:20][C:21]2[CH:26]=[CH:25][C:24]([N+:27]([O-:29])=[O:28])=[CH:23][CH:22]=2)[C:13]([N:15]([CH2:18][CH3:19])[CH2:16][CH3:17])=[O:14])(=[O:9])=[O:8])=[CH:3][CH:2]=1.C(Cl)(=O)C(Cl)=O.CN(C=O)C>C(Cl)Cl>[CH:4]1([S:7]([NH:10][C:11](=[O:30])[CH:12]([CH2:20][C:21]2[CH:26]=[CH:25][C:24]([N+:27]([O-:29])=[O:28])=[CH:23][CH:22]=2)[C:13]([N:15]([CH2:18][CH3:19])[CH2:16][CH3:17])=[O:14])(=[O:9])=[O:8])[CH2:5][CH2:6][CH2:1][CH2:2][CH2:3]1. Procedure: To a suspension of the compound (1.37 g) obtained in Example 188 (2) in methylene chloride (50 mL) were added oxalyl chloride (800 μL) and DMF in catalytic amount under ice-cooling, and the mixture was stirred at room temperature for 1.5 hr. After concentration under reduced pressure, methylene chloride (8 mL) was added to the residue. Under ice-cooling, the solution was added dropwise to a mixture of the above-mentioned compound (760 mg) in THF (50 mL) and 4-dimethylaminopyridine (1.71 g). Afte...